From a dataset of the Open Reaction Database (ORD), a public repository of structured organic reaction records. describe an organic reaction: reactants, conditions, products, and yield The reactants are OC1=CC(=NC2=CC=C3C(=C12)C(C=C(O3)C(=O)OCC)=O)C(=O)OC (Ethyl methyl 10-hydroxy-1-oxo-1H-pyrano[3,2-f]quinoline-3,8-dicarboxylate), S(=O)(Cl)Cl (thionyl chloride), S(=O)(Cl)Cl (thionyl chloride). The reagents and catalysts are CN(C=O)C (dimethylformamide). Run in ClC(C)Cl (dichloroethane). Yields the product ClC1=CC(=NC2=CC=C3C(=C12)C(C=C(O3)C(=O)OCC)=O)C(=O)OC (Ethyl methyl 10-chloro-1-oxo-1H-pyrano[3,2-f]quinoline-3,8-dicarboxylate). Reaction SMILES: O[C:2]1[C:11]2[C:6](=[CH:7][CH:8]=[C:9]3[O:15][C:14]([C:16]([O:18][CH2:19][CH3:20])=[O:17])=[CH:13][C:12](=[O:21])[C:10]3=2)[N:5]=[C:4]([C:22]([O:24][CH3:25])=[O:23])[CH:3]=1.S(Cl)([Cl:28])=O>ClC(Cl)C.CN(C)C=O>[Cl:28][C:2]1[C:11]2[C:6](=[CH:7][CH:8]=[C:9]3[O:15][C:14]([C:16]([O:18][CH2:19][CH3:20])=[O:17])=[CH:13][C:12](=[O:21])[C:10]3=2)[N:5]=[C:4]([C:22]([O:24][CH3:25])=[O:23])[CH:3]=1. Procedure: The product of step (a) (1.35 g; 3.9 mmole) suspended in dichloroethane was treated with thionyl chloride (0.9 g; 7.5 mmole) and dimethylformamide (4 drops). The mixture was heated under reflux for 6 hrs adding more thionyl chloride (0.2 ml) after 3 hrs. The mixture was evaporated to dryness and triturated with ether to give a buff solid (1.35 g; 96%), mp 193° shown to be the title compound by its NMR and mass spectrum. The reactants are FC1=CC=C(C(CCl)=O)C=C1 (4-fluorophenacyl chloride), B.O1CCCC1 (borane tetrahydrofuran), B1(N2CCC[C@H]2C(O1)(C3=CC=CC=C3)C4=CC=CC=C4)C ((S)-2-methyl-CBS-oxazaborolidine), solution, Cl (hydrochloric acid). Solvent: CO (methanol), ClCCl (dichloromethane), C1(=CC=CC=C1)C (toluene). Conditions: time 15 minute. The product is ClC[C@@H](O)C1=CC=C(C=C1)F (2-chloro-(1S)-1-(4-fluorophenyl)ethanol). Isolated yield 99.3%. As a reaction SMILES: B.O1CCCC1.B1(C)OC(C2C=CC=CC=2)(C2C=CC=CC=2)[C@H]2N1CCC2.[F:28][C:29]1[CH:38]=[CH:37][C:32]([C:33](=[O:36])[CH2:34][Cl:35])=[CH:31][CH:30]=1.Cl>C1(C)C=CC=CC=1.ClCCl.CO>[Cl:35][CH2:34][C@H:33]([C:32]1[CH:37]=[CH:38][C:29]([F:28])=[CH:30][CH:31]=1)[OH:36] |f:0.1|. Reported procedure: A borane-tetrahydrofuran complex (1.0 M solution in tetrahydrofuran, 60 ml, 60 mmol) was added dropwise over 15 min to a (S)—CBS solution ((S)-2-methyl-CBS-oxazaborolidine, 12 ml, 1.0 M solution in toluene) at −30° C., and the mixture was stirred for 15 min. A solution of 4-fluorophenacyl chloride (10.4 g, 60 mmol) in dichloromethane (16 ml) was added dropwise over 60 min keeping the temperature −32° C. to −28° C. After stirring for 1 hr, the solution was allowed to warm to room temperature, and... Reactants: CN(CCN1CCN(CC1)C(=O)OC(C)(C)C)CC1=CC(=CC=C1)C(NC1=C(C=C(C=C1)N1CCCCC1)C1=NC=CC(=C1)C(NCC1=CC(=CC=C1)C(F)(F)F)=O)=O (tert-butyl 4-(2-(methyl(3-((4-(piperidin-1-yl)-2-(4-((3-(trifluoromethyl)benzyl)carbamoyl)pyridin-2-yl)phenyl)-carbamoyl)benzyl)amino)ethyl)piperazine-1-carboxylate), C(#N)[BH3-].[Na+] (sodium cyanoborohydride), ClCCl.C(=O)(C(F)(F)F)O (dichloromethane TFA), FC(C=1C=C(CNC(C2=CC(=NC=C2)C2=C(C=CC(=C2)N2CCCCC2)NC(C2=CC(=CC=C2)CN(CCN2CCNCC2)C)=O)=O)C=CC1)(F)F (N-(3-(trifluoromethyl)benzyl)-2-(2-(3-((methyl(2-(piperazin-1-yl)ethyl)amino)methyl)benzamido)-5-(piperidin-1-yl)-phenyl)isonicotinamide). Run in C=O (formaldehyde), C(C)(=O)O (acetic acid), O (water). Conditions: time 2 hour. Yields the product CN(CCN1CCN(CC1)C)CC=1C=C(C(=O)NC2=C(C=C(C=C2)N2CCCCC2)C=2C=C(C(=O)NCC3=CC(=CC=C3)C(F)(F)F)C=CN2)C=CC1 (2-(2-(3-((Methyl(2-(4-methylpiperazin-1-yl)ethyl)amino)methyl)benzamido)-5-(piperidin-1-yl)phenyl)-N-(3-(trifluoromethyl)benzyl)isonicotinamide). The yield is 12.5%. RXN SMILES: [CH3:1][N:2]([CH2:18][C:19]1[CH:24]=[CH:23][CH:22]=[C:21]([C:25](=[O:59])[NH:26][C:27]2[CH:32]=[CH:31][C:30]([N:33]3[CH2:38][CH2:37][CH2:36][CH2:35][CH2:34]3)=[CH:29][C:28]=2[C:39]2[CH:44]=[C:43]([C:45](=[O:58])[NH:46][CH2:47][C:48]3[CH:53]=[CH:52][CH:51]=[C:50]([C:54]([F:57])([F:56])[F:55])[CH:49]=3)[CH:42]=[CH:41][N:40]=2)[CH:20]=1)[CH2:3][CH2:4][N:5]1[CH2:10][CH2:9][N:8]([C:11](OC(C)(C)C)=O)[CH2:7][CH2:6]1.ClCCl.C(O)(C(F)(F)F)=O.FC(F)(F)C1C=C(C=CC=1)CNC(=O)C1C=CN=C(C2C=C(N3CCCCC3)C=CC=2NC(=O)C2C=CC=C(CN(C)CCN3CCNCC3)C=2)C=1.C([BH3-])#N.[Na+]>C=O.O.C(O)(=O)C>[CH3:1][N:2]([CH2:18][C:19]1[CH:20]=[C:21]([CH:22]=[CH:23][CH:24]=1)[C:25]([NH:26][C:27]1[CH:32]=[CH:31][C:30]([N:33]2[CH2:34][CH2:35][CH2:36][CH2:37][CH2:38]2)=[CH:29][C:28]=1[C:39]1[CH:44]=[C:43]([CH:42]=[CH:41][N:40]=1)[C:45]([NH:46][CH2:47][C:48]1[CH:53]=[CH:52][CH:51]=[C:50]([C:54]([F:55])([F:57])[F:56])[CH:49]=1)=[O:58])=[O:59])[CH2:3][CH2:4][N:5]1[CH2:6][CH2:7][N:8]([CH3:11])[CH2:9][CH2:10]1 |f:1.2,4.5|. Procedure details: Into a 25-mL round-bottom flask, was placed 190 mg of tert-butyl 4-(2-(methyl(3-((4-(piperidin-1-yl)-2-(4-((3-(trifluoromethyl)benzyl)carbamoyl)pyridin-2-yl)phenyl)-carbamoyl)benzyl)amino)ethyl)piperazine-1-carboxylate and 10 mL of 1:1 dichloromethane/TFA. After stirring for 2 hours, the solvent was evaporated. The residue was dissolved in 10 mL of aqueous sodium bicarbonate solution. The mixture was stirred for 20 minutes at room temperature. The resulting solution was extracted with 3×10 mL of... Reactants: CCOC(C)=O, COCCOC, OB(O)c1cccnc1F, O=S(=O)(OC1=CCC2(CC1)OCCO2)C(F)(F)F, [Na+], [Na+], O=C([O-])[O-], [Pd], c1ccc(P(c2ccccc2)c2ccccc2)cc1, c1ccc(P(c2ccccc2)c2ccccc2)cc1, c1ccc(P(c2ccccc2)c2ccccc2)cc1, c1ccc(P(c2ccccc2)c2ccccc2)cc1. Yields the product Fc1ncccc1C1=CCC2(CC1)OCCO2. RXN SMILES: [CH3:35][CH2:36][O:37][C:38](=[O:39])[CH3:40].[CH3:41][O:42][CH2:43][CH2:44][O:45][CH3:46].[F:19][c:20]1[n:21][cH:22][cH:23][cH:24][c:25]1[B:26]([OH:27])[OH:28].[F:1][C:2]([F:3])([F:4])[S:5]([O:6][C:7]1=[CH:8][CH2:9][C:10]2([O:11][CH2:12][CH2:13][O:14]2)[CH2:15][CH2:16]1)(=[O:17])=[O:18].[Na+:29].[Na+:30].[O-:31][C:32](=[O:33])[O-:34].[Pd:123].[c:104]1([P:105]([c:106]2[cH:107][cH:108][cH:109][cH:110][cH:111]2)[c:112]2[cH:113][cH:114][cH:115][cH:116][cH:117]2)[cH:118][cH:119][cH:120][cH:121][cH:122]1.[c:47]1([P:48]([c:49]2[cH:50][cH:51][cH:52][cH:53][cH:54]2)[c:55]2[cH:56][cH:57][cH:58][cH:59][cH:60]2)[cH:61][cH:62][cH:63][cH:64][cH:65]1.[c:66]1([P:67]([c:68]2[cH:69][cH:70][cH:71][cH:72][cH:73]2)[c:74]2[cH:75][cH:76][cH:77][cH:78][cH:79]2)[cH:80][cH:81][cH:82][cH:83][cH:84]1.[c:85]1([P:86]([c:87]2[cH:88][cH:89][cH:90][cH:91][cH:92]2)[c:93]2[cH:94][cH:95][cH:96][cH:97][cH:98]2)[cH:99][cH:100][cH:101][cH:102][cH:103]1>>[C:7]1([c:25]2[c:20]([F:19])[n:21][cH:22][cH:23][cH:24]2)=[CH:8][CH2:9][C:10]2([O:11][CH2:12][CH2:13][O:14]2)[CH2:15][CH2:16]1. Reaction SMILES: [CH:1]([O:4][C:5]1[CH:10]=[CH:9][C:8]([C:11]([CH3:15])([CH3:14])[C:12]#[N:13])=[CH:7][CH:6]=1)([CH3:3])[CH3:2].C(C1(C2C=CC(OC)=C(C=2)[CH:26]=[O:27])CC1)#N>>[C:12]([C:11]([C:8]1[CH:9]=[CH:10][C:5]([O:4][CH:1]([CH3:3])[CH3:2])=[C:6]([CH:7]=1)[CH:26]=[O:27])([CH3:15])[CH3:14])#[N:13]. Product: C(#N)C(C)(C)C=1C=CC(=C(C=O)C1)OC(C)C (5-(1-Cyano-1-methylethyl)-2-isopropoxybenzaldehyde). Starting materials: C(C)(C)OC1=CC=C(C=C1)C(C#N)(C)C (2-(4-Isopropoxyphenyl)-2-methylpropionitrile), C(#N)C1(CC1)C=1C=CC(=C(C=O)C1)OC (5-(1-Cyanocyclopropyl)-2-methoxybenzaldehyde). Reported procedure: This compound was prepared from Compound 40 in the same manner of Compound 2. The reactants are C(C=C)OC1=C(C=C(C(=C1)Cl)CC1=CC=C(C=C1)OCC)[C@H]1[C@@H]([C@H]([C@@H]([C@H](O1)COCCCCCO[Si](C1=CC=CC=C1)(C1=CC=CC=C1)C(C)(C)C)OCC1=CC=CC=C1)OCC1=CC=CC=C1)OCC1=CC=CC=C1 ((5-(((2R,3R,4R,5S,6S)-6-(2-(allyloxy)-4-chloro-5-(4-ethoxybenzyl)phenyl)-3,4,5-tris(benzyloxy)tetrahydro-2H-pyran-2-yl)methoxy)pentyloxy)(tert-butyl)diphenylsilane), [F-].C(CCC)[N+](CCCC)(CCCC)CCCC (tetrabutylammonium fluoride). Run in O1CCCC1 (tetrahydrofuran). Conditions: time 2 hour. The product is C(C=C)OC1=C(C=C(C(=C1)Cl)CC1=CC=C(C=C1)OCC)[C@H]1[C@@H]([C@H]([C@@H]([C@H](O1)COCCCCCO)OCC1=CC=CC=C1)OCC1=CC=CC=C1)OCC1=CC=CC=C1 (5-(((2R,3R,4R,5S,6S)-6-(2-(allyloxy)-4-chloro-5-(4-ethoxybenzyl)phenyl)-3,4,5-tris(benzyloxy)tetrahydro-2H-pyran-2-yl)methoxy)pentan-1-ol). Isolated yield 93.1%. Reaction SMILES: [CH2:1]([O:4][C:5]1[CH:10]=[C:9]([Cl:11])[C:8]([CH2:12][C:13]2[CH:18]=[CH:17][C:16]([O:19][CH2:20][CH3:21])=[CH:15][CH:14]=2)=[CH:7][C:6]=1[C@@H:22]1[O:27][C@H:26]([CH2:28][O:29][CH2:30][CH2:31][CH2:32][CH2:33][CH2:34][O:35][Si](C(C)(C)C)(C2C=CC=CC=2)C2C=CC=CC=2)[C@@H:25]([O:53][CH2:54][C:55]2[CH:60]=[CH:59][CH:58]=[CH:57][CH:56]=2)[C@H:24]([O:61][CH2:62][C:63]2[CH:68]=[CH:67][CH:66]=[CH:65][CH:64]=2)[C@H:23]1[O:69][CH2:70][C:71]1[CH:76]=[CH:75][CH:74]=[CH:73][CH:72]=1)[CH:2]=[CH2:3].[F-].C([N+](CCCC)(CCCC)CCCC)CCC>O1CCCC1>[CH2:1]([O:4][C:5]1[CH:10]=[C:9]([Cl:11])[C:8]([CH2:12][C:13]2[CH:14]=[CH:15][C:16]([O:19][CH2:20][CH3:21])=[CH:17][CH:18]=2)=[CH:7][C:6]=1[C@@H:22]1[O:27][C@H:26]([CH2:28][O:29][CH2:30][CH2:31][CH2:32][CH2:33][CH2:34][OH:35])[C@@H:25]([O:53][CH2:54][C:55]2[CH:56]=[CH:57][CH:58]=[CH:59][CH:60]=2)[C@H:24]([O:61][CH2:62][C:63]2[CH:68]=[CH:67][CH:66]=[CH:65][CH:64]=2)[C@H:23]1[O:69][CH2:70][C:71]1[CH:76]=[CH:75][CH:74]=[CH:73][CH:72]=1)[CH:2]=[CH2:3] |f:1.2|. Procedure details: To a solution of (5-(((2R,3R,4R,5S,6S)-6-(2-(allyloxy)-4-chloro-5-(4-ethoxybenzyl)phenyl)-3,4,5-tris(benzyloxy)tetrahydro-2H-pyran-2-yl)methoxy)pentyloxy)(tert-butyl)diphenylsilane (28, 664 mg, 0.626 mmol) from Step 1 in tetrahydrofuran (8 mL) was added tetrabutylammonium fluoride (1.0 M in tetrahydrofuran, 1.9 mL, 1.88 mmol) and the reaction mixture was stirred at ambient temperature for 2 h. After removal of organic volatiles under reduced pressure, the residue was partitioned between ethyl ac... The reactants are C1CCNCC1, Cc1c(C=O)[nH]c2c1C(=O)N(CCN1CCCCC1)CCC2, CCO, O=C1Cc2cc(S(=O)(=O)Cc3ccc(F)cc3)ccc2N1. Yields the product Cc1c(C=C2C(=O)Nc3ccc(S(=O)(=O)Cc4ccc(F)cc4)cc32)[nH]c2c1C(=O)N(CCN1CCCCC1)CCC2. Reaction SMILES: [CH2:44]1[CH2:45][CH2:46][NH:47][CH2:48][CH2:49]1.[CH3:1][c:2]1[c:3]([CH:21]=[O:22])[nH:4][c:5]2[c:6]1[C:7](=[O:20])[N:8]([CH2:12][CH2:13][N:14]1[CH2:15][CH2:16][CH2:17][CH2:18][CH2:19]1)[CH2:9][CH2:10][CH2:11]2.[CH3:50][CH2:51][OH:52].[F:23][c:24]1[cH:25][cH:26][c:27]([CH2:30][S:31](=[O:32])(=[O:33])[c:34]2[cH:35][c:36]3[c:40]([cH:41][cH:42]2)[NH:39][C:38](=[O:43])[CH2:37]3)[cH:28][cH:29]1>>[CH3:1][c:2]1[c:3]([CH:21]=[C:37]2[c:36]3[cH:35][c:34]([S:31]([CH2:30][c:27]4[cH:26][cH:25][c:24]([F:23])[cH:29][cH:28]4)(=[O:32])=[O:33])[cH:42][cH:41][c:40]3[NH:39][C:38]2=[O:43])[nH:4][c:5]2[c:6]1[C:7](=[O:20])[N:8]([CH2:12][CH2:13][N:14]1[CH2:15][CH2:16][CH2:17][CH2:18][CH2:19]1)[CH2:9][CH2:10][CH2:11]2. The product is ClCC(=O)NC1=C(C(=CC2=C1NC(CO2)=O)F)C2=NN(C(=C2Cl)C(F)(F)F)C (5-(2-Chloroacetylamino)-6-[4-chloro-1-methyl-5-(trifluoromethyl)-1H-pyrazol-3-yl]-7-fluoro-2H-1,4-benzoxazine-3(4H)-one). Run in O1CCOCC1 (dioxane). Reaction SMILES: [Cl:1][C:2]1[C:3]([C:12]2[C:13]([F:24])=[CH:14][C:15]3[O:20][CH2:19][C:18](=[O:21])[NH:17][C:16]=3[C:22]=2[NH2:23])=[N:4][N:5]([CH3:11])[C:6]=1[C:7]([F:10])([F:9])[F:8].[Cl:25][CH2:26][C:27](Cl)=[O:28]>O1CCOCC1>[Cl:25][CH2:26][C:27]([NH:23][C:22]1[C:16]2[NH:17][C:18](=[O:21])[CH2:19][O:20][C:15]=2[CH:14]=[C:13]([F:24])[C:12]=1[C:3]1[C:2]([Cl:1])=[C:6]([C:7]([F:9])([F:8])[F:10])[N:5]([CH3:11])[N:4]=1)=[O:28]. The yield is 84.5%. Procedure details: 4-Chloro-3-[7-fluoro-5-amino-2H-1,4-benzoxazine-3(4H)-on-6-yl]-1-methyl-5-trifluoromethyl-1H-pyrazole (400 mg, 1.10 mmol) was dissolved in anhydrous dioxane and chloroacetyl chloride (139.5 mg, 1.20 mmol) was added. Solution was heated to reflux for 2 hr and solvent removed in vacuo. The residue was washed with ether to afford the title compound (410 mg, 0.93 mmol). Starting materials: ClC=1C(=NN(C1C(F)(F)F)C)C=1C(=CC2=C(NC(CO2)=O)C1N)F (4-Chloro-3-[7-fluoro-5-amino-2H-1,4-benzoxazine-3(4H)-on-6-yl]-1-methyl-5-trifluoromethyl-1H-pyrazole), ClCC(=O)Cl (chloroacetyl chloride). Reactants: C(CC(=O)C)(=O)OCC (ethyl acetoacetate), [Na] (sodium), BrCC1=CC2=CC=CC=C2C=C1 (2-bromomethylnaphthalene). The solvent is C(C)O (ethanol), C(C)O (ethanol), C(C)O (ethanol). Reaction conditions: time 6 hour. Product: C(C)OC(=O)C(CC1=CC2=CC=CC=C2C=C1)C(C)=O (2-(2-ethoxycarbonyl-3-oxobutyl)naphthalene). The yield is 114.1%. RXN SMILES: [C:1]([O:7][CH2:8][CH3:9])(=[O:6])[CH2:2][C:3]([CH3:5])=[O:4].[Na].Br[CH2:12][C:13]1[CH:22]=[CH:21][C:20]2[C:15](=[CH:16][CH:17]=[CH:18][CH:19]=2)[CH:14]=1>C(O)C>[CH2:8]([O:7][C:1]([CH:2]([C:3](=[O:4])[CH3:5])[CH2:12][C:13]1[CH:22]=[CH:21][C:20]2[C:15](=[CH:16][CH:17]=[CH:18][CH:19]=2)[CH:14]=1)=[O:6])[CH3:9] |^1:9|. Procedure: In a four-necked flask equipped with a thermometer, dropping funnel and stirrer were placed 179 g (1.375 moles) of ethyl acetoacetate and 500 ml of ethanol, and then 31.5 g (1.375 moles) of sodium was added in portions thereto to form a solution. Then, a solution of 276.4 g (1.25 moles) of 2-bromomethylnaphthalene in 1000 ml of ethanol was added dropwise to the above solution at room temperature over a period of 2 hours. After completion of the addition, the resulting mixture was brought up to 6... The product is FC=1C=C(COC2=NC(=C(C(=N2)OC2CCCCC2)C2=CC=C(C=C2)Cl)C2=C(C=C(C=C2)Cl)Cl)C=CC1F (2-(3,4-Difluorobenzyloxy)-4-cyclohexyloxy-5-(4-chlorophenyl)-6-(2,4-dichlorophenyl)pyrimidine). Reactants: CS(=O)(=O)C1=NC(=C(C(=N1)OC1CCCCC1)C1=CC=C(C=C1)Cl)C1=C(C=C(C=C1)Cl)Cl (2-(Methylsulfonyl)-4-(cyclohexyloxy)-5-(4-chlorophenyl)-6-(2,4-dichlorophenyl)pyrimidine), C(CCC)[Li] (n-butyl lithium), FC=1C=C(CO)C=CC1F (3,4-difluorobenzyl alcohol). As a reaction SMILES: CS([C:5]1[N:10]=[C:9]([O:11][CH:12]2[CH2:17][CH2:16][CH2:15][CH2:14][CH2:13]2)[C:8]([C:18]2[CH:23]=[CH:22][C:21]([Cl:24])=[CH:20][CH:19]=2)=[C:7]([C:25]2[CH:30]=[CH:29][C:28]([Cl:31])=[CH:27][C:26]=2[Cl:32])[N:6]=1)(=O)=O.C([Li])CCC.[F:38][C:39]1[CH:40]=[C:41]([CH:44]=[CH:45][C:46]=1[F:47])[CH2:42][OH:43]>>[F:38][C:39]1[CH:40]=[C:41]([CH:44]=[CH:45][C:46]=1[F:47])[CH2:42][O:43][C:5]1[N:10]=[C:9]([O:11][CH:12]2[CH2:17][CH2:16][CH2:15][CH2:14][CH2:13]2)[C:8]([C:18]2[CH:23]=[CH:22][C:21]([Cl:24])=[CH:20][CH:19]=2)=[C:7]([C:25]2[CH:30]=[CH:29][C:28]([Cl:31])=[CH:27][C:26]=2[Cl:32])[N:6]=1. Reported procedure: 2-(Methylsulfonyl)-4-(cyclohexyloxy)-5-(4-chlorophenyl)-6-(2,4-dichlorophenyl)pyrimidine (LRf product) (Example 52, Step A), (24 mg, 0.045 mmol) was reacted with 1 equivalent each of n-butyl lithium and 3,4-difluorobenzyl alcohol by the procedure described in Reference Examples 6 and 7. Workup and flash column chromatography on silica gel (eluted with 93/7 hexanes/ethyl acetate) afforded the title compound. HPLC/MS: m/e=577 (M++1); Rt=5.34 min; 1H-NMR 500 MHz (CDCl3): 1.28-1.40 (m, 3H), 1.40-1.5...